Dataset: the Open Reaction Database (ORD), a public repository of structured organic reaction records. Task: describe an organic reaction: reactants, conditions, products, and yield Reactants: CC1=C(C(=CC(=C1)C)C)S(=O)(=O)N(CC1=C(C=CC=C1)OC1OCCCC1)C1=CC=C(C=C1)OCCN1CCCC1 (2,4,6-trimethyl-N-[4-(2-pyrrolidin-1-yl-ethoxy)-phenyl]-N-[2-(tetrahydro-pyran-2-yloxy)-benzyl]-benzenesulfonamide), Cl (HCl), C([O-])(O)=O.[Na+] (sodium bicarbonate). Solvent: C(C)O (ethanol). Conditions: time 24 hour. The product is OC1=C(CN(S(=O)(=O)C2=C(C=C(C=C2C)C)C)C2=CC=C(C=C2)OCCN2CCCC2)C=CC=C1 (N-(2-Hydroxy-benzyl)-2,4,6-trimethyl-N-[4-(2-pyrrolidin-1-yl-ethoxy)-phenyl]-benzenesulfonamide). Isolated yield 11.6%. RXN SMILES: [CH3:1][C:2]1[CH:7]=[C:6]([CH3:8])[CH:5]=[C:4]([CH3:9])[C:3]=1[S:10]([N:13]([C:28]1[CH:33]=[CH:32][C:31]([O:34][CH2:35][CH2:36][N:37]2[CH2:41][CH2:40][CH2:39][CH2:38]2)=[CH:30][CH:29]=1)[CH2:14][C:15]1[CH:20]=[CH:19][CH:18]=[CH:17][C:16]=1[O:21]C1CCCCO1)(=[O:12])=[O:11].Cl.C(=O)(O)[O-].[Na+]>C(O)C>[OH:21][C:16]1[CH:17]=[CH:18][CH:19]=[CH:20][C:15]=1[CH2:14][N:13]([C:28]1[CH:33]=[CH:32][C:31]([O:34][CH2:35][CH2:36][N:37]2[CH2:41][CH2:40][CH2:39][CH2:38]2)=[CH:30][CH:29]=1)[S:10]([C:3]1[C:4]([CH3:9])=[CH:5][C:6]([CH3:8])=[CH:7][C:2]=1[CH3:1])(=[O:12])=[O:11] |f:2.3|. Reported procedure: To a solution of 2,4,6-trimethyl-N-[4-(2-pyrrolidin-1-yl-ethoxy)-phenyl]-N-[2-(tetrahydro-pyran-2-yloxy)-benzyl]-benzenesulfonamide (0.039 g, 0.07 mmol) in 4 mL absolute ethanol was added 1 mL of 1.2N HCl. The reaction mixture was stirred at room temperature for 24 hr. and was poured into saturated aqueous sodium bicarbonate. The aqueous solution was washed with two portions of ethyl acetate. The combined organic layers were dried (sodium sulfate), filtered, and concentrated. The residue was pur... The reactants are CC(=O)O, Cc1ccccc1, Cl, OC(c1ccc(F)cc1)(c1ccc(F)cc1)C1CCN(Cc2ccccc2)CC1, O. The product is Fc1ccc(C(=C2CCN(Cc3ccccc3)CC2)c2ccc(F)cc2)cc1. As a reaction SMILES: [CH3:31][C:32](=[O:33])[OH:34].[CH3:36][c:37]1[cH:38][cH:39][cH:40][cH:41][cH:42]1.[ClH:30].[F:1][c:2]1[cH:3][cH:4][c:5]([C:8]([OH:9])([CH:10]2[CH2:11][CH2:12][N:13]([CH2:16][c:17]3[cH:18][cH:19][cH:20][cH:21][cH:22]3)[CH2:14][CH2:15]2)[c:23]2[cH:24][cH:25][c:26]([F:29])[cH:27][cH:28]2)[cH:6][cH:7]1.[OH2:35]>>[F:1][c:2]1[cH:3][cH:4][c:5]([C:8](=[C:10]2[CH2:11][CH2:12][N:13]([CH2:16][c:17]3[cH:18][cH:19][cH:20][cH:21][cH:22]3)[CH2:14][CH2:15]2)[c:23]2[cH:24][cH:25][c:26]([F:29])[cH:27][cH:28]2)[cH:6][cH:7]1. The reactants are BrC[C@@H](CCCCCC)F ((R)-1-bromo-2-fluorooctane), FC(S(=O)(=O)OC1=C(C=C(C=C1F)C1CC[Si](CC1)(C1=CC=CC=C1)CCCC=C)F)(F)F ((2,6-difluoro-4-(4-(4-pentenyl)-4-phenyl-4-silacyclohexyl)phenyl) trifluoromethanesulfonate). Yields the product C(CCC=C)[Si@@H]1CC[C@H](CC1)C1=CC(=C(C(=C1)F)C[C@@H](CCCCCC)F)F ((R)-4-(trans-4-(4-pentenyl)-4-silacyclohexyl)-1-(2-fluorooctyl)-2,6-difluorobenzene). Reaction SMILES: Br[CH2:2][C@H:3]([F:10])[CH2:4][CH2:5][CH2:6][CH2:7][CH2:8][CH3:9].FC(F)(F)S(O[C:17]1[C:22]([F:23])=[CH:21][C:20]([CH:24]2[CH2:29][CH2:28][Si:27]([CH2:36][CH2:37][CH2:38][CH:39]=[CH2:40])(C3C=CC=CC=3)[CH2:26][CH2:25]2)=[CH:19][C:18]=1[F:41])(=O)=O>>[CH2:36]([Si@H:27]1[CH2:28][CH2:29][C@H:24]([C:20]2[CH:21]=[C:22]([F:23])[C:17]([CH2:2][C@H:3]([F:10])[CH2:4][CH2:5][CH2:6][CH2:7][CH2:8][CH3:9])=[C:18]([F:41])[CH:19]=2)[CH2:25][CH2:26]1)[CH2:37][CH2:38][CH:39]=[CH2:40]. Procedure: The general procedure of Example 18 was repeated-using (R)-1-bromo-2-fluorooctane and (2,6-difluoro-4-(4-(4-pentenyl)-4-phenyl-4-silacyclohexyl)phenyl) trifluoromethanesulfonate, thereby obtaining the intended compound. Starting materials: C([O-])(O)=O.[Na+] (sodium bicarbonate), C(C)I (ethyl iodide), C([O-])(O)=O.[Na+] (sodium bicarbonate), C(N)(=O)[C@H]1NC[C@H](C1)SCC1=CC=C(C=C1)OC ((2S, 4S)-2-carbamoyl-4-(4-methoxybenzylthio)pyrrolidine). Run in CN(C=O)C (dimethylformamide). RXN SMILES: [CH2:1](I)[CH3:2].C(=O)(O)[O-].[Na+].[C:9]([C@@H:12]1[CH2:16][C@H:15]([S:17][CH2:18][C:19]2[CH:24]=[CH:23][C:22]([O:25][CH3:26])=[CH:21][CH:20]=2)[CH2:14][NH:13]1)(=[O:11])[NH2:10]>CN(C)C=O>[C:9]([C@@H:12]1[CH2:16][C@H:15]([S:17][CH2:18][C:19]2[CH:20]=[CH:21][C:22]([O:25][CH3:26])=[CH:23][CH:24]=2)[CH2:14][N:13]1[CH2:1][CH3:2])(=[O:11])[NH2:10] |f:1.2|. Reaction conditions: time 5.5 hour. Product: C(N)(=O)[C@H]1N(C[C@H](C1)SCC1=CC=C(C=C1)OC)CC ((2S, 4S)-2-Carbamoyl-1-ethyl-4-(4-methoxybenzylthio)pyrrolidine). Procedure details: 0.362 ml of ethyl iodide and 315 mg of sodium bicarbonate to a solution of 1000 mg of (2S, 4S)-2-carbamoyl-4-(4-methoxybenzylthio)pyrrolidine dissolved in 10 ml of dry dimethylformamide were added, whilst ice-cooling, and the mixture was stirred at room temperature for 5.5 hours. At the end of this time, the reaction mixture was poured into a saturated aqueous solution of sodium bicarbonate and extracted with ethyl acetate. The extract was washed with an aqueous solution of sodium chloride and d... Starting materials: C(CCC)N1CC(OC(C1)COCC1=CC=CC=C1)COCC(=O)N(CCC)CCC (2-[[4-butyl-6-[(phenylmethoxy)methyl]-2-morpholinyl]methoxy]-N,N-dipropylacetamide). Reagents/catalysts: [Pd] (Pd/C). Solvent: C(C)(=O)O (acetic acid), C(Cl)(Cl)Cl (chloroform). Run at time 28 hour. The product is C(CCC)N1CC(OC(C1)CO)COCC(=O)N(CCC)CCC (2-[[4-Butyl-6-(hydroxymethyl)-2-morpholinyl]methoxy]-N,N-dipropylacetamide). Reaction SMILES: [CH2:1]([N:5]1[CH2:10][CH:9]([CH2:11][O:12]CC2C=CC=CC=2)[O:8][CH:7]([CH2:20][O:21][CH2:22][C:23]([N:25]([CH2:29][CH2:30][CH3:31])[CH2:26][CH2:27][CH3:28])=[O:24])[CH2:6]1)[CH2:2][CH2:3][CH3:4]>C(O)(=O)C.C(Cl)(Cl)Cl.[Pd]>[CH2:1]([N:5]1[CH2:10][CH:9]([CH2:11][OH:12])[O:8][CH:7]([CH2:20][O:21][CH2:22][C:23]([N:25]([CH2:26][CH2:27][CH3:28])[CH2:29][CH2:30][CH3:31])=[O:24])[CH2:6]1)[CH2:2][CH2:3][CH3:4]. Procedure details: To a solution of 10.86 g of 2-[[4-butyl-6-[(phenylmethoxy)methyl]-2-morpholinyl]methoxy]-N,N-dipropylacetamide (0.025 mole) in 125 ml of glacial acetic acid is added 4.0 g of 10% Pd/C and the mixture is hydrogenated at 50 psi at 60° over a period of 28 hours (debenzylation taking up 94% of the calculated theory). The mixture is cooled to room temperature and the Pd/C removed via filtration through a pad of "celite" filter aid. The acetic acid is removed in vacuo yielding a pale yellow oil. The o... Reactants: [Al+3], CCOC(=O)c1ccc(CC(=O)NC(c2ccc(C)cc2)c2ccccc2N2CCCCC2)cc1, [H-], [H-], [H-], [H-], [Li+], [Na+], C1CCOC1, [OH-]. Yields the product Cc1ccc(C(NC(=O)Cc2ccc(CO)cc2)c2ccccc2N2CCCCC2)cc1. RXN SMILES: [Al+3:37].[CH3:1][c:2]1[cH:3][cH:4][c:5]([CH:8]([c:9]2[c:10]([N:15]3[CH2:16][CH2:17][CH2:18][CH2:19][CH2:20]3)[cH:11][cH:12][cH:13][cH:14]2)[NH:21][C:22](=[O:23])[CH2:24][c:25]2[cH:26][cH:27][c:28]([C:29](=[O:30])[O:31][CH2:32][CH3:33])[cH:34][cH:35]2)[cH:6][cH:7]1.[H-:36].[H-:39].[H-:40].[H-:41].[Li+:38].[Na+:43].[O:44]1[CH2:45][CH2:46][CH2:47][CH2:48]1.[OH-:42]>>[CH3:1][c:2]1[cH:3][cH:4][c:5]([CH:8]([c:9]2[c:10]([N:15]3[CH2:16][CH2:17][CH2:18][CH2:19][CH2:20]3)[cH:11][cH:12][cH:13][cH:14]2)[NH:21][C:22](=[O:23])[CH2:24][c:25]2[cH:26][cH:27][c:28]([CH2:29][OH:30])[cH:34][cH:35]2)[cH:6][cH:7]1. The reactants are C(#N)C1=CC=C(CCO)C=C1 (p-cyanophenethyl alcohol), Cl (hydrochloric acid). The reagents and catalysts are [Pd] (Pd/C). Solvent: C(C)O (ethanol). Product: OCCC1=CC=C(CN)C=C1 (4-(2-hydroxyethyl)benzylamine). RXN SMILES: [C:1]([C:3]1[CH:11]=[CH:10][C:6]([CH2:7][CH2:8][OH:9])=[CH:5][CH:4]=1)#[N:2].Cl>C(O)C.[Pd]>[OH:9][CH2:8][CH2:7][C:6]1[CH:10]=[CH:11][C:3]([CH2:1][NH2:2])=[CH:4][CH:5]=1. Procedure details: A solution of 0.74 g (0.005 mol) of p-cyanophenethyl alcohol in 50 ml of ethanol containing 10 ml of concentrated hydrochloric acid was hydrogenated at 30 psi using 0.1 g 5% Pd/C for 72 hours. The catalyst was removed by filtration and the solvent was removed under reduced pressure. Reactants: ClC=1C(=NC=C(C(=O)OCC)C1)Cl (ethyl 5,6-dichloronicotinate), NC1CC2=CC=CC=C2C1 (2-aminoindane), C([O-])([O-])=O.[Cs+].[Cs+] (cesium carbonate), C1(=CC=CC=C1)P(C1=C(C2=CC=CC=C2C=C1)C1=C(C=CC2=CC=CC=C12)P(C1=CC=CC=C1)C1=CC=CC=C1)C1=CC=CC=C1 (2,2′-bis(diphenylphosphino)-1,1′-binaphthalene). Reagents/catalysts: C(C)(=O)[O-].[Pd+2].C(C)(=O)[O-] (Palladium(II) acetate). Run in O1CCOCC1 (dioxane), O (water). Run at temperature 10 celsius. The product is ClC=1C(=NC=C(C(=O)OCC)C1)NC1CC2=CC=CC=C2C1 (ethyl 5-chloro-6-(2,3-dihydro-1H-inden-2-ylamino)nicotinate). The yield is 58.4%. As a reaction SMILES: C1(P(C2C=CC=CC=2)C2C=CC3C(=CC=CC=3)C=2C2C3C(=CC=CC=3)C=CC=2P(C2C=CC=CC=2)C2C=CC=CC=2)C=CC=CC=1.[Cl:47][C:48]1[C:49](Cl)=[N:50][CH:51]=[C:52]([CH:58]=1)[C:53]([O:55][CH2:56][CH3:57])=[O:54].[NH2:60][CH:61]1[CH2:69][C:68]2[C:63](=[CH:64][CH:65]=[CH:66][CH:67]=2)[CH2:62]1.C(=O)([O-])[O-].[Cs+].[Cs+]>O1CCOCC1.C([O-])(=O)C.[Pd+2].C([O-])(=O)C.O>[Cl:47][C:48]1[C:49]([NH:60][CH:61]2[CH2:69][C:68]3[C:63](=[CH:64][CH:65]=[CH:66][CH:67]=3)[CH2:62]2)=[N:50][CH:51]=[C:52]([CH:58]=1)[C:53]([O:55][CH2:56][CH3:57])=[O:54] |f:3.4.5,7.8.9|. Procedure: Palladium(II) acetate (25 mg) and 2,2′-bis(diphenylphosphino)-1,1′-binaphthalene (106 mg) in dioxane (10 mL) was stirred at ambient temperature for 15 minutes. To this suspension was added ethyl 5,6-dichloronicotinate (500 mg), 2-aminoindane (363 mg), and cesium carbonate (1.1 g), and the mixture was heated at 10° C. for 8 hours. The resulting mixture was allowed to cool to ambient temperature, poured into water, and extracted with ethyl acetate. The organic phase was washed with brine, dried ov... Reactants: C1(=CC=CC=C1)CN1C=CCC2=CC3=C(C(=C12)CCC)OC(=CC3)C(=O)OCC (ethyl 6,9-dihydro-9-phenylmethyl-10-propyl-4H-pyrano[3,2-g]quinoline-2-carboxylate), [OH-].[Na+] (sodium hydroxide), C(C)O (ethanol). Yields the product O=C1C=C(OC2=C1C=C1C(C=CN(C1=C2CCC)CC2=CC=CC=C2)=O)C(=O)O (6,9-Dihydro-4,6-dioxo-9-phenylmethyl-10-propyl-4H-pyrano[3,2-g]quinoline-2-carboxylic acid). The yield is 32.0%. RXN SMILES: [C:1]1([CH2:7][N:8]2[C:17]3[C:12](=[CH:13][C:14]4CC=[C:22]([C:25]([O:27]CC)=[O:26])[O:21][C:15]=4[C:16]=3[CH2:18][CH2:19][CH3:20])[CH2:11][CH:10]=[CH:9]2)[CH:6]=[CH:5][CH:4]=[CH:3][CH:2]=1.[CH2:30]([OH:32])[CH3:31].[OH-:33].[Na+]>>[O:32]=[C:30]1[C:14]2[CH:13]=[C:12]3[C:17](=[C:16]([CH2:18][CH2:19][CH3:20])[C:15]=2[O:21][C:22]([C:25]([OH:27])=[O:26])=[CH:31]1)[N:8]([CH2:7][C:1]1[CH:2]=[CH:3][CH:4]=[CH:5][CH:6]=1)[CH:9]=[CH:10][C:11]3=[O:33] |f:2.3|. Reported procedure: A suspension of ethyl 6,9-dihydro-9-phenylmethyl-10-propyl-4H-pyrano[3,2-g]quinoline-2-carboxylate (1.8 g, 4.6 mmol) in 0.1 N aqueous sodium hydroxide solution (46.9 ml) containing ethanol (10 ml) was heated at reflux for 6 hours. The mixture was cooled, filtered and the filtrate was acidified and filtered. The solid obtained was dried (in vacuo) at 80° to give the required acid as a yellow powder 0.6 g (32%) mp>250°.